describe an organic reaction: reactants, conditions, products, and yield From a dataset of the Open Reaction Database (ORD), a public repository of structured organic reaction records. The reactants are OC=1C=CC2=C(SC(=C2C(=O)C2=CC=C(OCCCCCC(C(=O)OCC)(C(=O)OCC)CCCC(C(F)(F)F)(F)F)C=C2)C2=CC=C(C=C2)O)C1 (Diethyl 2-[5-[4-[(6-hydroxy-2-(4-hydroxyphenyl)benzo-[b]thiophen-3-yl)carbonyl]phenoxy]pentyl]-2-(4,4,5,5,5-pentafluoropentyl)malonate), [OH-].[K+] (potassium hydroxide). The solvent is C(C)O (ethanol), O (water). Reaction conditions: temperature 80 celsius, time 24 hour. Yields the product OC=1C=CC2=C(SC(=C2C(=O)C2=CC=C(OCCCCCC(C(=O)O)(C(=O)O)CCCC(C(F)(F)F)(F)F)C=C2)C2=CC=C(C=C2)O)C1 (2-[5-[4-[(6-hydroxy-2-(4-hydroxyphenyl)benzo-[b]thiophen-3-yl)carbonyl]phenoxy]pentyl]-2-(4,4,5,5,5-pentafluoropentyl)malonic acid). Yield: 99.6%. RXN SMILES: [OH:1][C:2]1[CH:3]=[CH:4][C:5]2[C:9]([C:10]([C:12]3[CH:44]=[CH:43][C:15]([O:16][CH2:17][CH2:18][CH2:19][CH2:20][CH2:21][C:22]([CH2:33][CH2:34][CH2:35][C:36]([F:42])([F:41])[C:37]([F:40])([F:39])[F:38])([C:28]([O:30]CC)=[O:29])[C:23]([O:25]CC)=[O:24])=[CH:14][CH:13]=3)=[O:11])=[C:8]([C:45]3[CH:50]=[CH:49][C:48]([OH:51])=[CH:47][CH:46]=3)[S:7][C:6]=2[CH:52]=1.[OH-].[K+]>C(O)C.O>[OH:1][C:2]1[CH:3]=[CH:4][C:5]2[C:9]([C:10]([C:12]3[CH:44]=[CH:43][C:15]([O:16][CH2:17][CH2:18][CH2:19][CH2:20][CH2:21][C:22]([CH2:33][CH2:34][CH2:35][C:36]([F:42])([F:41])[C:37]([F:38])([F:39])[F:40])([C:28]([OH:30])=[O:29])[C:23]([OH:25])=[O:24])=[CH:14][CH:13]=3)=[O:11])=[C:8]([C:45]3[CH:50]=[CH:49][C:48]([OH:51])=[CH:47][CH:46]=3)[S:7][C:6]=2[CH:52]=1 |f:1.2|. Procedure details: Diethyl 2-[5-[4-[(6-hydroxy-2-(4-hydroxyphenyl)benzo-[b]thiophen-3-yl)carbonyl]phenoxy]pentyl]-2-(4,4,5,5,5-pentafluoropentyl)malonate (1.197 g, 1.59 mmol) was dissolved in ethanol (20 ml), and potassium hydroxide (3.58 g, 63.8 mmol) dissolved in water (10 ml) was then added. After stirring for 24 hours at 80° C., the reaction mixture was cooled to room temperature, concentrated under reduced pressure to remove ethanol, adjusted to pH 3 with 3N aqueous hydrochloric acid, and then extracted with ...